This data is from the Open Reaction Database (ORD), a public repository of structured organic reaction records. The task is: describe an organic reaction: reactants, conditions, products, and yield Solvent: CS(=O)C (DMSO). Reaction conditions: time 2 hour. Reaction SMILES: N[C:2]1[C:7]([C:8]#[N:9])=[C:6](N[C@H](C2N(C3C=NC=C(F)C=3)C3C=C(F)C=CC=3N=2)C)[N:5]=[CH:4][N:3]=1.C(=O)([O-])[O-:31].[K+].[K+].OO.O>CS(C)=O>[N:5]1[CH:6]=[C:7]([C:8]([NH2:9])=[O:31])[CH:2]=[N:3][CH:4]=1 |f:1.2.3|. Product: N1=CN=CC(=C1)C(=O)N (5-pyrimidinecarboxamide). Procedure details: To a solution of (S)-4-amino-6-(1-(6-fluoro-1-(5-fluoropyridin-3-yl)-1H-benzo[d]imidazol-2-yl)ethylamino)pyrimidine-5-carbonitrile (0.040 g, 0.10 mmol) in DMSO (1.02 mL) was added potassium carbonate (0.017 g, 0.122 mmol) followed by hydrogen peroxide (31% in water, 0.635 mL, 6.42 mmol). After stirring for 2 h the solution was poured into water and extracted with EtOAc. Organic extracts were concentrated and purified by MPLC (eluted with 0-100% (1:10:90 NH4OH:MeOH:DCM) in DCM) to afford 4-amino-... Reactants: NC1=NC=NC(=C1C#N)N[C@@H](C)C1=NC2=C(N1C=1C=NC=C(C1)F)C=C(C=C2)F ((S)-4-amino-6-(1-(6-fluoro-1-(5-fluoropyridin-3-yl)-1H-benzo[d]imidazol-2-yl)ethylamino)pyrimidine-5-carbonitrile), C([O-])([O-])=O.[K+].[K+] (potassium carbonate), O (water), OO (hydrogen peroxide).